Dataset: the Open Reaction Database (ORD), a public repository of structured organic reaction records. Task: describe an organic reaction: reactants, conditions, products, and yield The reactants are C(\C=C\CCCCCCCCC(=O)O)(=O)O (trans-traumatic acid), CC[C@@H]1[C@@]([C@@H]([C@H](C(=O)[C@@H](C[C@@]([C@@H]([C@H]([C@@H]([C@H](C(=O)O1)C)O[C@H]2C[C@@]([C@H]([C@@H](O2)C)O)(C)OC)C)O[C@H]3[C@@H]([C@H](C[C@H](O3)C)N(C)C)O)(C)O)C)C)O)(C)O (erythromycin), O (water). Solvent: O.C(C)O (water ethanol). Conditions: temperature 4 celsius, time 3 hour. Yields the product CC[C@@H]1[C@@]([C@@H]([C@H](C(=O)[C@@H](C[C@@]([C@@H]([C@H]([C@@H]([C@H](C(=O)O1)C)O[C@H]2C[C@@]([C@H]([C@@H](O2)C)O)(C)OC)C)O[C@H]3[C@@H]([C@H](C[C@H](O3)C)N(C)C)O)(C)O)C)C)O)(C)O.C(\C=C\CCCCCCCCC(=O)[O-])(=O)[O-] (Erythromycin trans-traumatate). As a reaction SMILES: [C:1]([OH:16])(=[O:15])/[CH:2]=[CH:3]/[CH2:4][CH2:5][CH2:6][CH2:7][CH2:8][CH2:9][CH2:10][CH2:11][C:12]([OH:14])=[O:13].[CH3:17][CH2:18][C@H:19]1[O:34][C:32](=[O:33])[C@H:31]([CH3:35])[C@@H:30]([O:36][C@@H:37]2[O:42][C@@H:41]([CH3:43])[C@H:40]([OH:44])[C@@:39]([O:46][CH3:47])([CH3:45])[CH2:38]2)[C@H:29]([CH3:48])[C@@H:28]([O:49][C@@H:50]2[O:55][C@H:54]([CH3:56])[CH2:53][C@H:52]([N:57]([CH3:59])[CH3:58])[C@H:51]2[OH:60])[C@@:27]([OH:62])([CH3:61])[CH2:26][C@@H:25]([CH3:63])[C:23](=[O:24])[C@H:22]([CH3:64])[C@@H:21]([OH:65])[C@@:20]1([OH:67])[CH3:66].O>O.C(O)C>[CH3:17][CH2:18][C@H:19]1[O:34][C:32](=[O:33])[C@H:31]([CH3:35])[C@@H:30]([O:36][C@@H:37]2[O:42][C@@H:41]([CH3:43])[C@H:40]([OH:44])[C@@:39]([O:46][CH3:47])([CH3:45])[CH2:38]2)[C@H:29]([CH3:48])[C@@H:28]([O:49][C@@H:50]2[O:55][C@H:54]([CH3:56])[CH2:53][C@H:52]([N:57]([CH3:58])[CH3:59])[C@H:51]2[OH:60])[C@@:27]([OH:62])([CH3:61])[CH2:26][C@@H:25]([CH3:63])[C:23](=[O:24])[C@H:22]([CH3:64])[C@@H:21]([OH:65])[C@@:20]1([OH:67])[CH3:66].[C:1]([O-:16])(=[O:15])/[CH:2]=[CH:3]/[CH2:4][CH2:5][CH2:6][CH2:7][CH2:8][CH2:9][CH2:10][CH2:11][C:12]([O-:14])=[O:13] |f:3.4,5.6|. Reported procedure: 2.28 g of trans-traumatic acid (10 mmol) are suspended in 100 ml of water/ethanol 2:1 mixture at 4° C. 14.7 g of erythromycin free base (20 mmol) are added and the resulting mixture is kept under stirring at 4° C. for 3 hours and then heated to 25° C. overnight. 200 ml water ape then added. The mixture is concentrated under vacuum to a volume of about 100 ml and cooled to 4° C.